From a dataset of the Open Reaction Database (ORD), a public repository of structured organic reaction records. describe an organic reaction: reactants, conditions, products, and yield Reactants: CC(CC(=O)C1=CC(=CC=C1)OC)C (3-methyl-1-[3-(methyloxy)phenyl]-1-butanone), C(CC#N)#N (malononitrile), C[Si](N[Si](C)(C)C)(C)C (hexamethyldisilazane). Run in C(C)(=O)O (acetic acid), C(C)(=O)O (acetic acid). Conditions: temperature 70 celsius, time 7 hour. Product: CC(CC(C1=CC(=CC=C1)OC)=C(C#N)C#N)C ({3-Methyl-1-[3-(methyloxy)phenyl]butylidene}propanedinitrile). Isolated yield 88.0%. Reaction SMILES: C[Si](C)(C)N[Si](C)(C)C.[CH3:10][CH:11]([CH3:23])[CH2:12][C:13]([C:15]1[CH:20]=[CH:19][CH:18]=[C:17]([O:21][CH3:22])[CH:16]=1)=O.[C:24](#[N:28])[CH2:25][C:26]#[N:27]>C(O)(=O)C>[CH3:10][CH:11]([CH3:23])[CH2:12][C:13](=[C:25]([C:24]#[N:28])[C:26]#[N:27])[C:15]1[CH:20]=[CH:19][CH:18]=[C:17]([O:21][CH3:22])[CH:16]=1. Reported procedure: To a stirred solution of acetic acid (14.36 mL, 251 mmol), was added hexamethyldisilazane (7.01 mL, 33.5 mmol) dropwise. The resulting solution was added to a solution of 3-methyl-1-[3-(methyloxy)phenyl]-1-butanone (4.02 g, 20.91 mmol) (Description 18) and malononitrile (2.76 g, 41.8 mmol) in acetic acid (15 mL). The mixture was stirred for 7 h at 70° C. The solution was cooled to RT and partitioned between toluene (167 mL) and water (130 mL). The aqueous layer was further extracted with toluene... Starting materials: [N+](=O)([O-])C1=C(C(=CC(=C1)C)[N+](=O)[O-])Cl (2,6-dinitro-4-methylchlorobenzene), C(O)CN (ethanolamine). Run in O (water). Product: [N+](=O)([O-])C1=C(NCCO)C(=CC(=C1)C)[N+](=O)[O-] (2,6-dinitro-4-methyl-N-(β-hydroxyethyl)aniline). Reaction SMILES: [N+:1]([C:4]1[CH:9]=[C:8]([CH3:10])[CH:7]=[C:6]([N+:11]([O-:13])=[O:12])[C:5]=1Cl)([O-:3])=[O:2].[CH2:15]([CH2:17][NH2:18])[OH:16]>O>[N+:1]([C:4]1[CH:9]=[C:8]([CH3:10])[CH:7]=[C:6]([N+:11]([O-:13])=[O:12])[C:5]=1[NH:18][CH2:17][CH2:15][OH:16])([O-:3])=[O:2]. Procedure details: 0.35 mol (76 g) of 2,6-dinitro-4-methylchlorobenzene is added gradually, in the course of 10 minutes, whilst stirring, to 150 ml of ethanolamine, the reaction medium being cooled as necessary so as not to exceed 75° C. When the addition has ended, the stirring is maintained for 5 minutes and the reaction medium is then poured into 600 g of iced water. The expected product precipitates. It is filtered off, washed with water and then recrystallised from ethanol. After drying in vacuo, it melts at ... Starting materials: CC=CBr, CC(C)=CCCC(C)=CC=O, [Cl-], [Mg], [NH4+], C1CCOC1. The product is CC=CC(O)C=C(C)CCC=C(C)C. Reaction SMILES: [Br:2][CH:3]=[CH:4][CH3:5].[CH3:6][C:7]([CH3:8])=[CH:9][CH2:10][CH2:11][C:12]([CH3:13])=[CH:14][CH:15]=[O:16].[Cl-:17].[Mg:1].[NH4+:18].[O:19]1[CH2:20][CH2:21][CH2:22][CH2:23]1>>[CH:3](=[CH:4][CH3:5])[CH:15]([CH:14]=[C:12]([CH2:11][CH2:10][CH:9]=[C:7]([CH3:6])[CH3:8])[CH3:13])[OH:16]. Starting materials: CC(C)(C)C(=O)OCn1ccc2c(-c3cnn(C(=CC(N)=O)C4CCCC4)c3)ncnc21, ClCCl, OC(F)(F)CF, [H][H]. The product is CC(C)(C)C(=O)OCn1ccc2c(-c3cnn(C(CC(N)=O)C4CCCC4)c3)ncnc21. Reaction SMILES: [C:1]([C:2]([CH3:3])([CH3:4])[CH3:5])(=[O:6])[O:7][CH2:8][n:9]1[cH:10][cH:11][c:12]2[c:13]1[n:14][cH:15][n:16][c:17]2-[c:18]1[cH:19][n:20][n:21]([C:23](=[CH:24][C:25](=[O:26])[NH2:27])[CH:28]2[CH2:29][CH2:30][CH2:31][CH2:32]2)[cH:22]1.[CH2:35]([Cl:36])[Cl:37].[F:38][CH2:39][C:40]([F:41])([F:42])[OH:43].[H:33][H:34]>>[C:1]([C:2]([CH3:3])([CH3:4])[CH3:5])(=[O:6])[O:7][CH2:8][n:9]1[cH:10][cH:11][c:12]2[c:13]1[n:14][cH:15][n:16][c:17]2-[c:18]1[cH:19][n:20][n:21]([CH:23]([CH2:24][C:25](=[O:26])[NH2:27])[CH:28]2[CH2:29][CH2:30][CH2:31][CH2:32]2)[cH:22]1. The reactants are C(C)(C)(C)OC(N(C1=CC=C(C=C1)N1CCOCC1)C=1N(N=NC1)C1=C(C=C(C(=C1)C(C)C)OCC1=CC=CC=C1)OCC1=CC=CC=C1)=O ([3-(2,4-bis-benzyloxy-5-isopropyl-phenyl)-3H-[1,2,3]triazol-4-yl]-(4-morpholin-4-yl-phenyl)-carbamic acid t-butyl ester). The reagents and catalysts are [OH-].[OH-].[Pd+2] (Pd(OH)2/C). Run in CCO (EtOH). Conditions: time 1 hour. The product is C(C)(C)(C)OC(N(C1=CC=C(C=C1)N1CCOCC1)C=1N(N=NC1)C1=C(C=C(C(=C1)C(C)C)O)O)=O ([3-(2,4-dihydroxy-5-isopropyl-phenyl)-3H-[1,2,3]triazol-4-yl]-(4-morpholin-4-yl-phenyl)-carbamic acid t-butyl ester). Reaction SMILES: [C:1]([O:5][C:6](=[O:50])[N:7]([C:20]1[N:21]([C:25]2[CH:30]=[C:29]([CH:31]([CH3:33])[CH3:32])[C:28]([O:34]CC3C=CC=CC=3)=[CH:27][C:26]=2[O:42]CC2C=CC=CC=2)[N:22]=[N:23][CH:24]=1)[C:8]1[CH:13]=[CH:12][C:11]([N:14]2[CH2:19][CH2:18][O:17][CH2:16][CH2:15]2)=[CH:10][CH:9]=1)([CH3:4])([CH3:3])[CH3:2]>CCO.[OH-].[OH-].[Pd+2]>[C:1]([O:5][C:6](=[O:50])[N:7]([C:20]1[N:21]([C:25]2[CH:30]=[C:29]([CH:31]([CH3:32])[CH3:33])[C:28]([OH:34])=[CH:27][C:26]=2[OH:42])[N:22]=[N:23][CH:24]=1)[C:8]1[CH:13]=[CH:12][C:11]([N:14]2[CH2:19][CH2:18][O:17][CH2:16][CH2:15]2)=[CH:10][CH:9]=1)([CH3:2])([CH3:4])[CH3:3] |f:2.3.4|. Procedure: Pd(OH)2/C (0.02 mmol) was added to [3-(2,4-bis-benzyloxy-5-isopropyl-phenyl)-3H-[1,2,3]triazol-4-yl]-(4-morpholin-4-yl-phenyl)-carbamic acid t-butyl ester (135 mg, 0.2 mmol) dissolved in EtOH (5 ml) and the mixture was subjected to one atmosphere of H2 for 1 hour. The catalyst was filtered off through Celite® pad and ethanol was removed under reduced pressure. The crude reaction mixture was used in the next reaction without any purification.